Dataset: the Open Reaction Database (ORD), a public repository of structured organic reaction records. Task: describe an organic reaction: reactants, conditions, products, and yield The reactants are CN1CCNCC1, CC#N, Cl, C1COCCO1, O=S(=O)(Cl)Cl. Yields the product CN1CCN(S(=O)(=O)Cl)CC1. Reaction SMILES: [CH3:1][N:2]1[CH2:3][CH2:4][NH:5][CH2:6][CH2:7]1.[CH3:20][C:21]#[N:22].[ClH:8].[O:14]1[CH2:15][CH2:16][O:17][CH2:18][CH2:19]1.[S:9](=[O:10])(=[O:11])([Cl:12])[Cl:13]>>[CH3:1][N:2]1[CH2:3][CH2:4][N:5]([S:9](=[O:10])(=[O:11])[Cl:12])[CH2:6][CH2:7]1. Starting materials: COC=1C=C(C=CC1OC)C1=NN(C(C12CCCC2)=O)C2CCNCC2 (4-(3,4-dimethoxyphenyl)-2-piperidin-4-yl-2,3-diazaspiro[4.4]non-3-en-1-one), C(C1=CC=CC=C1)OC=1C=CC(=C(C(=O)O)C1)C (5-(benzyloxy)-2-methylbenzoic acid), C(C1=CC=CC=C1)OC=1C=CC(=C(C(=O)O)C1)C (5-(benzyloxy)-2-methylbenzoic acid). Yields the product C(C1=CC=CC=C1)OC=1C=CC(=C(C1)C(=O)N1CCC(CC1)N1C(C2(C(=N1)C1=CC(=C(C=C1)OC)OC)CCCC2)=O)C (2-(1-{[5-(Benzyloxy)-2-methylphenyl]carbonyl}piperidin-4-yl)-4-(3,4-dimethoxyphenyl)-2,3-diazaspiro[4.4]non-3-en-1-one). RXN SMILES: [CH3:1][O:2][C:3]1[CH:4]=[C:5]([C:11]2[C:15]3([CH2:19][CH2:18][CH2:17][CH2:16]3)[C:14](=[O:20])[N:13]([CH:21]3[CH2:26][CH2:25][NH:24][CH2:23][CH2:22]3)[N:12]=2)[CH:6]=[CH:7][C:8]=1[O:9][CH3:10].[CH2:27]([O:34][C:35]1[CH:36]=[CH:37][C:38]([CH3:44])=[C:39]([CH:43]=1)[C:40](O)=[O:41])[C:28]1[CH:33]=[CH:32][CH:31]=[CH:30][CH:29]=1>>[CH2:27]([O:34][C:35]1[CH:36]=[CH:37][C:38]([CH3:44])=[C:39]([C:40]([N:24]2[CH2:23][CH2:22][CH:21]([N:13]3[N:12]=[C:11]([C:5]4[CH:6]=[CH:7][C:8]([O:9][CH3:10])=[C:3]([O:2][CH3:1])[CH:4]=4)[C:15]4([CH2:16][CH2:17][CH2:18][CH2:19]4)[C:14]3=[O:20])[CH2:26][CH2:25]2)=[O:41])[CH:43]=1)[C:28]1[CH:29]=[CH:30][CH:31]=[CH:32][CH:33]=1. Reported procedure: The title compound is prepared analogously as described for GP2-WU2 using 4-(3,4-dimethoxyphenyl)-2-piperidin-4-yl-2,3-diazaspiro[4.4]non-3-en-1-one (compound B10) and 5-(benzyloxy)-2-methylbenzoic acid (compound F1) as starting compounds. The crude product is purified by chromatography (amino phase silica gel and DCM) and by a second chromatography (silica gel and cyclo hexane/EA=6:4) to yield the title compound. Reactants: C(C)(C)(C)[Si](OC(CCCC1=CC=CC=C1)C=1C(=NOC1C1=CC=C(C=C1)C1=CC=C(C=C1)C1(CC1)C(=O)NS(=O)(=O)C1=CC=C(C=C1)C)C)(C)C (N-[1-(4′-{4-[1-(tert-butyl-dimethyl-silanyloxy)-4-phenyl-butyl]-3-methyl-isoxazol-5-yl}-biphenyl-4-yl)-cyclopropanecarbonyl]-4-methyl-benzenesulfonamide), [F-].C(CCC)[N+](CCCC)(CCCC)CCCC (tetrabutylammonium fluoride). Run in C1CCOC1 (THF). Product: OC(CCCC1=CC=CC=C1)C=1C(=NOC1C1=CC=C(C=C1)C1=CC=C(C=C1)C1(CC1)C(=O)NS(=O)(=O)C1=CC=C(C=C1)C)C (N-(1-{4′-[4-(1-Hydroxy-4-phenyl-butyl)-3-methyl-isoxazol-5-yl]-biphenyl-4-yl}-cyclopropanecarbonyl)-4-methyl-benzenesulfonamide). RXN SMILES: C([Si](C)(C)[O:6][CH:7]([C:17]1[C:18]([CH3:50])=[N:19][O:20][C:21]=1[C:22]1[CH:27]=[CH:26][C:25]([C:28]2[CH:33]=[CH:32][C:31]([C:34]3([C:37]([NH:39][S:40]([C:43]4[CH:48]=[CH:47][C:46]([CH3:49])=[CH:45][CH:44]=4)(=[O:42])=[O:41])=[O:38])[CH2:36][CH2:35]3)=[CH:30][CH:29]=2)=[CH:24][CH:23]=1)[CH2:8][CH2:9][CH2:10][C:11]1[CH:16]=[CH:15][CH:14]=[CH:13][CH:12]=1)(C)(C)C.[F-].C([N+](CCCC)(CCCC)CCCC)CCC>C1COCC1>[OH:6][CH:7]([C:17]1[C:18]([CH3:50])=[N:19][O:20][C:21]=1[C:22]1[CH:27]=[CH:26][C:25]([C:28]2[CH:33]=[CH:32][C:31]([C:34]3([C:37]([NH:39][S:40]([C:43]4[CH:48]=[CH:47][C:46]([CH3:49])=[CH:45][CH:44]=4)(=[O:41])=[O:42])=[O:38])[CH2:36][CH2:35]3)=[CH:30][CH:29]=2)=[CH:24][CH:23]=1)[CH2:8][CH2:9][CH2:10][C:11]1[CH:16]=[CH:15][CH:14]=[CH:13][CH:12]=1 |f:1.2|. Procedure: N-[1-(4′-{4-[1-(tert-butyl-dimethyl-silanyloxy)-4-phenyl-butyl]-3-methyl-isoxazol-5-yl}-biphenyl-4-yl)-cyclopropanecarbonyl]-4-methyl-benzenesulfonamide (0.121 g, 0.165 mmol) was dissolved in THF (3 mL) then tetrabutylammonium fluoride (1.0 M in THF, 0.500 mL, 0.500 mmol) was added. The reaction was stirred at room temperature and monitored by analytical TLC until complete. The mixture was submitted to standard aqueous workup then purified on silica gel to afford the title compound. Solvent: C(Cl)(Cl)Cl (chloroform), C(Cl)(Cl)Cl (chloroform). Reported procedure: A solution of 17β-cyano-5α-androst-2-en-11-one (2.8g.) and 85% m-chloroperbenzoic acid (2.0g.) in chloroform (50 ml.) was stirred for 1.5 hour at room temperature and then diluted with chloroform (75 ml.). This solution was washed with aqueous 10% sodium bicarbonate and water prior to drying. Filtration and evaporation afforded a solid (3.18g.) which was recrystallised from ether/petrol to afford the pure title compound; m.p. 206°-208°; [α]D + 93°, (c 0.7). The product is C(#N)[C@@H]1[C@]2(C)[C@@H](CC1)[C@@H]1CC[C@H]3C[C@H]4[C@@H](C[C@]3(C)[C@H]1C(C2)=O)O4 (17β-Cyano-2α,3α-epoxy-5α-androstan-11-one). Reactants: C(#N)[C@@H]1[C@]2(C)[C@@H](CC1)[C@@H]1CC[C@H]3CC=CC[C@]3(C)[C@H]1C(C2)=O (17β-cyano-5α-androst-2-en-11-one), ClC1=CC(=CC=C1)C(=O)OO (m-chloroperbenzoic acid). Reaction SMILES: [C:1]([C@H:3]1[CH2:8][CH2:7][C@H:6]2[C@H:9]3[C@H:19]([C:20](=[O:22])[CH2:21][C@:4]12[CH3:5])[C@:17]1([CH3:18])[C@H:12]([CH2:13][CH:14]=[CH:15][CH2:16]1)[CH2:11][CH2:10]3)#[N:2].ClC1C=CC=C(C(OO)=[O:31])C=1>C(Cl)(Cl)Cl>[C:1]([C@H:3]1[CH2:8][CH2:7][C@H:6]2[C@H:9]3[C@H:19]([C:20](=[O:22])[CH2:21][C@:4]12[CH3:5])[C@:17]1([CH3:18])[C@H:12]([CH2:13][C@@H:14]2[O:31][C@@H:15]2[CH2:16]1)[CH2:11][CH2:10]3)#[N:2]. The reactants are Cc1ccccc1, COC(=O)c1cccc(OC)c1[N+](=O)[O-], [Pt]. Product: COC(=O)c1cccc(OC)c1N. RXN SMILES: [CH3:16][c:17]1[cH:18][cH:19][cH:20][cH:21][cH:22]1.[CH3:1][O:2][c:3]1[c:4]([N+:13]([O-:14])=[O:15])[c:5]([C:6](=[O:7])[O:8][CH3:9])[cH:10][cH:11][cH:12]1.[Pt:23]>>[CH3:1][O:2][c:3]1[c:4]([NH2:13])[c:5]([C:6](=[O:7])[O:8][CH3:9])[cH:10][cH:11][cH:12]1. Reactants: Cn1cnc(S(=O)(=O)Cl)c1, CN(C)c1ccccn1, Cn1nc(OCCOc2ncc(Cl)cn2)c(-c2ccc3c(c2)OCO3)c1N, c1ccncc1. Product: Cn1cnc(S(=O)(=O)Nc2c(-c3ccc4c(c3)OCO4)c(OCCOc3ncc(Cl)cn3)nn2C)c1. RXN SMILES: [CH3:1][n:2]1[cH:3][n:4][c:5]([S:7](=[O:8])(=[O:9])[Cl:10])[cH:6]1.[CH3:38][N:39]([c:40]1[cH:41][cH:42][cH:43][cH:44][n:45]1)[CH3:46].[O:11]1[CH2:12][O:13][c:14]2[c:15]1[cH:16][cH:17][c:18](-[c:20]1[c:21]([O:27][CH2:28][CH2:29][O:30][c:31]3[n:32][cH:33][c:34]([Cl:37])[cH:35][n:36]3)[n:22][n:23]([CH3:26])[c:24]1[NH2:25])[cH:19]2.[cH:47]1[cH:48][cH:49][n:50][cH:51][cH:52]1>>[CH3:1][n:2]1[cH:3][n:4][c:5]([S:7](=[O:8])(=[O:9])[NH:25][c:24]2[c:20](-[c:18]3[cH:17][cH:16][c:15]4[c:14]([cH:19]3)[O:13][CH2:12][O:11]4)[c:21]([O:27][CH2:28][CH2:29][O:30][c:31]3[n:32][cH:33][c:34]([Cl:37])[cH:35][n:36]3)[n:22][n:23]2[CH3:26])[cH:6]1. Starting materials: C(CS)(=O)OC (Methyl thioglycolate), CC(C)(C)C1=C(C(=CC(=C1)S[C@H]1[C@@H](CCCC1)O)C(C)(C)C)O (trans-2,6-bis(1,1-Dimethylethyl)-4-[(2-hydroxycyclohexyl)thio]phenol), FC(C(=O)O)(F)F (trifluoroacetic acid), [OH-].[K+] (potassium hydroxide), O.[OH-].[Li+] (lithium hydroxide hydrate). Solvent: CO (methyl alcohol), O (water), C(Cl)Cl (methylene chloride). Conditions: time 15 minute. Yields the product CC(C)(C)C=1C=C(C=C(C1O)C(C)(C)C)S[C@H]1[C@@H](CCCC1)SCC(=O)O (trans-[[2-[[3,5-bis(1,1-Dimethylethyl)-4-hydroxyphenyl]thio]cyclohexyl]thio]acetic acid). As a reaction SMILES: [C:1]([O:5]C)(=[O:4])[CH2:2][SH:3].[CH3:7][C:8]([C:11]1[CH:16]=[C:15]([S:17][C@@H:18]2[CH2:23][CH2:22][CH2:21][CH2:20][C@H:19]2O)[CH:14]=[C:13]([C:25]([CH3:28])([CH3:27])[CH3:26])[C:12]=1[OH:29])([CH3:10])[CH3:9].FC(F)(F)C(O)=O.[OH-].[K+].O.[OH-].[Li+]>C(Cl)Cl.O.CO>[CH3:10][C:8]([C:11]1[CH:16]=[C:15]([S:17][C@@H:18]2[CH2:19][CH2:20][CH2:21][CH2:22][C@H:23]2[S:3][CH2:2][C:1]([OH:5])=[O:4])[CH:14]=[C:13]([C:25]([CH3:26])([CH3:27])[CH3:28])[C:12]=1[OH:29])([CH3:7])[CH3:9] |f:3.4,5.6.7|. Procedure details: Methyl thioglycolate (4.8 g, 0.0448 mole) was added to a solution of the compound of Example 15 (15.0 g, 0.0448 moles) in methylene chloride (20 ml). After stirring for 15 minutes, trifluoroacetic acid (18 ml) was added to the reaction mixture. The reaction mixture was stirred for 64 hours and then poured into methyl alcohol (100 ml) containing potassium hydroxide (13 g, 0.23 moles) and lithium hydroxide hydrate (9.7 g, 0.23 moles). Over the next 3 hours water was added to bring the final volume... Starting materials: COc1ccc(CN2CCC3(CCN(CC4CN(C(=O)OC(C)(C)C)CC4c4ccccc4)CC3)C2=O)cc1, ClCCl, [Na+], [OH-], O=C(O)C(F)(F)F. Product: COc1ccc(CN2CCC3(CCN(CC4CNCC4c4ccccc4)CC3)C2=O)cc1. As a reaction SMILES: [C:1]([O:2][C:3](=[O:4])[N:8]1[CH2:9][CH:10]([CH2:19][N:20]2[CH2:21][CH2:22][C:23]3([CH2:24][CH2:25][N:26]([CH2:29][c:30]4[cH:31][cH:32][c:33]([O:36][CH3:37])[cH:34][cH:35]4)[C:27]3=[O:28])[CH2:38][CH2:39]2)[CH:11]([c:13]2[cH:14][cH:15][cH:16][cH:17][cH:18]2)[CH2:12]1)([CH3:5])([CH3:6])[CH3:7].[Cl:49][CH2:50][Cl:51].[Na+:48].[OH-:47].[OH:40][C:41]([C:42]([F:43])([F:44])[F:45])=[O:46]>>[NH:8]1[CH2:9][CH:10]([CH2:19][N:20]2[CH2:21][CH2:22][C:23]3([CH2:24][CH2:25][N:26]([CH2:29][c:30]4[cH:31][cH:32][c:33]([O:36][CH3:37])[cH:34][cH:35]4)[C:27]3=[O:28])[CH2:38][CH2:39]2)[CH:11]([c:13]2[cH:14][cH:15][cH:16][cH:17][cH:18]2)[CH2:12]1. The reactants are CN1N=NN=C1SCCCS (1-Methyl-5-(3-mercaptopropyl)thio-1,2,3,4-tetrazole), C1(CCCCC1)Br (cyclohexyl bromide). Solvent: [OH-].[Na+] (sodium hydroxide), CC(=O)C (acetone). The product is CN1N=NN=C1SCCCSC1CCCCC1 (1-methyl-5-(3-cyclohexylthiopropyl)thio-1,2,3,4-tetrazole). Isolated yield 55.1%. RXN SMILES: [CH3:1][N:2]1[C:6]([S:7][CH2:8][CH2:9][CH2:10][SH:11])=[N:5][N:4]=[N:3]1.[CH:12]1(Br)[CH2:17][CH2:16][CH2:15][CH2:14][CH2:13]1>[OH-].[Na+].CC(C)=O>[CH3:1][N:2]1[C:6]([S:7][CH2:8][CH2:9][CH2:10][S:11][CH:12]2[CH2:17][CH2:16][CH2:15][CH2:14][CH2:13]2)=[N:5][N:4]=[N:3]1 |f:2.3|. Reported procedure: 1-Methyl-5-(3-mercaptopropyl)thio-1,2,3,4-tetrazole (1.9 g) is dissolved in 1 N aqueous sodium hydroxide (30 ml), and thereto is added dropwise a solution of cyclohexyl bromide (2.0 g) in acetone (20 ml) with stirring under ice-cooling. After the addition, the mixture is stirred at room temperature for 3 hours. Acetone is distilled off and water is added to the residue, and the mixture is extracted with ether. The ether solution is washed with diluted aqueous sodium hydroxide and saturated aqueo...